Dataset: the Open Reaction Database (ORD), a public repository of structured organic reaction records. Task: describe an organic reaction: reactants, conditions, products, and yield Reactants: O=C1N(CCC12CCOCC2)C2=CC=C(C=C2)[C@H]2CC[C@H](CC2)OS(=O)(=O)C (Cis-Methanesulfonic acid 4-[4-(1-oxo-8-oxa-2-aza-spiro[4.5]dec-2-yl)-phenyl]-cyclohexyl ester), O=C1N(CCC12CCOCC2)C2=CC=C(C=C2)[C@H]2CC[C@H](CC2)OS(=O)(=O)C (Cis-Methanesulfonic acid 4-[4-(1-oxo-8-oxa-2-aza-spiro[4.5]dec-2-yl)-phenyl]-cyclohexyl ester), C[C@@H]1NCCCC1 ((S)-2-methyl-piperidine). Yields the product C[C@@H]1N(CCCC1)C1CCC(CC1)C1=CC=C(C=C1)N1C(C2(CC1)CCOCC2)=O (2-{4-[4-((S)-2-Methyl-piperidin-1-yl)-cyclohexyl]-phenyl}-8-oxa-2-aza-spiro[4.5]decan-1-one). RXN SMILES: [O:1]=[C:2]1[C:6]2([CH2:11][CH2:10][O:9][CH2:8][CH2:7]2)[CH2:5][CH2:4][N:3]1[C:12]1[CH:17]=[CH:16][C:15]([C@@H:18]2[CH2:23][CH2:22][C@H:21](OS(C)(=O)=O)[CH2:20][CH2:19]2)=[CH:14][CH:13]=1.[CH3:29][C@H:30]1[CH2:35][CH2:34][CH2:33][CH2:32][NH:31]1>>[CH3:29][C@H:30]1[CH2:35][CH2:34][CH2:33][CH2:32][N:31]1[CH:21]1[CH2:22][CH2:23][CH:18]([C:15]2[CH:16]=[CH:17][C:12]([N:3]3[CH2:4][CH2:5][C:6]4([CH2:7][CH2:8][O:9][CH2:10][CH2:11]4)[C:2]3=[O:1])=[CH:13][CH:14]=2)[CH2:19][CH2:20]1. Reported procedure: The title compound was synthesized in the manner essentially the same as the Example 9 by condensing cis-methanesulfonic acid 4-[4-(1-oxo-8-oxa-2-aza-spiro[4.5]dec-2-yl)-phenyl]-cyclohexyl ester (Intermediate 21) (30 mg, 0.07 mmol, 1 equiv.) and (S)-2-methyl-piperidine. Starting materials: Brc1cccs1, C1CCOC1, CCCCCC, [Li]CCCC, CCc1c(C(=O)N2CCC(=O)CC2)nc(-c2ccccc2Cl)n1-c1ccc(Cl)cc1. Yields the product CCc1c(C(=O)c2cccs2)nc(-c2ccccc2Cl)n1-c1ccc(Cl)cc1. As a reaction SMILES: [Br:1][c:2]1[s:3][cH:4][cH:5][cH:6]1.[CH2:42]1[O:43][CH2:44][CH2:45][CH2:46]1.[CH3:47][CH2:48][CH2:49][CH2:50][CH2:51][CH3:52].[CH3:7][CH2:8][CH2:9][CH2:10][Li:11].[Cl:12][c:13]1[c:14](-[c:19]2[n:20](-[c:35]3[cH:36][cH:37][c:38]([Cl:41])[cH:39][cH:40]3)[c:21]([CH2:33][CH3:34])[c:22]([C:24](=[O:25])[N:26]3[CH2:27][CH2:28][C:29](=[O:30])[CH2:31][CH2:32]3)[n:23]2)[cH:15][cH:16][cH:17][cH:18]1>>[c:2]1([C:24]([c:22]2[c:21]([CH2:33][CH3:34])[n:20](-[c:35]3[cH:36][cH:37][c:38]([Cl:41])[cH:39][cH:40]3)[c:19](-[c:14]3[c:13]([Cl:12])[cH:18][cH:17][cH:16][cH:15]3)[n:23]2)=[O:25])[s:3][cH:4][cH:5][cH:6]1. Reactants: COC=1C=C(C=CC1OC)SC(CCCCC1=CC=CC=C1)C1(CCCC1)C(=O)O (1-[1-(3,4-Dimethoxyphenylsulfanyl)-5-phenylpentyl]cyclopentane carboxylic acid), CC#N (CH3CN), C(=O)(C(F)(F)F)O.O (TFA H2O). The product is ONC(=O)C1(CCCC1)C(CCCCC1=CC=CC=C1)SC1=CC(=C(C=C1)OC)OC (1-[1-(3,4-Dimethoxyphenylsulfanyl)-5-phenylpentyl]cyclopentane carboxylic acid hydroxyamide). Yield: 29.0%. RXN SMILES: [CH3:1][O:2][C:3]1[CH:4]=[C:5]([S:11][CH:12]([C:23]2([C:28]([OH:30])=O)[CH2:27][CH2:26][CH2:25][CH2:24]2)[CH2:13][CH2:14][CH2:15][CH2:16][C:17]2[CH:22]=[CH:21][CH:20]=[CH:19][CH:18]=2)[CH:6]=[CH:7][C:8]=1[O:9][CH3:10].CC#[N:33].C(O)(C(F)(F)F)=O.[OH2:41]>>[OH:41][NH:33][C:28]([C:23]1([CH:12]([S:11][C:5]2[CH:6]=[CH:7][C:8]([O:9][CH3:10])=[C:3]([O:2][CH3:1])[CH:4]=2)[CH2:13][CH2:14][CH2:15][CH2:16][C:17]2[CH:22]=[CH:21][CH:20]=[CH:19][CH:18]=2)[CH2:27][CH2:26][CH2:25][CH2:24]1)=[O:30] |f:2.3|. Reported procedure: The procedure Example 38, Step E is used. From 1-[1-(3,4-Dimethoxyphenylsulfanyl)-5-phenylpentyl]cyclopentane carboxylic acid (0.5 g, 1.2 mmol) the impure product is purified by reverse-phase HPLC (50 to 100% CH3CN in 0.1% TFA/H2O, 30 minutes) to yield 1-[1-(3,4-Dimethoxyphenylsulfanyl)-5-phenylpentyl]cyclopentane carboxylic acid hydroxyamide (0.15 g, 29%): 1H NMR (300 MHz, CDCl3) δ 9.03 (bs, 1H), 7.70 (bs, 1H), 7.29-7.24 (m, 2H), 7.20-7.13 (m, 3H), 6.99 (dd, J=8.2, 2.0 Hz, 1H), 6.94 (d, J=2.0 H... Reactants: CC1=NN(C=C1B1OC(C(O1)(C)C)(C)C)C(=O)OC(C)(C)C (tert-butyl 3-methyl-4-(4,4,5,5-tetramethyl-1,3,2-dioxaborolan-2-yl)-1H-pyrazole-1-carboxylate), C([O-])([O-])=O.[Na+].[Na+] (sodium carbonate), 1,1′-bis(diphenylphosphino)ferrocenepalladium (II) dichloride dichloromethane, BrC1=CC(=C(S1)C(=O)N)NCC1=CC=NC=C1 (5-bromo-3-[(pyridin-4-ylmethyl)amino]thiophene-2-carboxamide), COC(C)(C)OC (2,2-dimethoxypropane), CC1(C2CCC1(C(=O)C2)CS(=O)(=O)O)C (CSA), [O-]S(=O)(=O)[O-].[Mg+2] (MgSO4), C(=O)(O)[O-].[Na+] (NaHCO3). The solvent is O (water), COCCOC (1,2-dimethoxyethane), CC(=O)N(C)C (DMA). Conditions: temperature 100 celsius, time 0.5 hour. The product is CC1(NC(C2=C(N1CC1=CC=NC=C1)C=C(S2)C=2C=NNC2C)=O)C (2,2-dimethyl-6-(5-methyl-1H-pyrazol-4-yl)-1-(pyridin-4-ylmethyl)-2,3-dihydrothieno[3,2-d]pyrimidin-4(1H)-one). Isolated yield 20.0%. As a reaction SMILES: Br[C:2]1[S:6][C:5]([C:7]([NH2:9])=[O:8])=[C:4]([NH:10][CH2:11][C:12]2[CH:17]=[CH:16][N:15]=[CH:14][CH:13]=2)[CH:3]=1.CO[C:20](OC)([CH3:22])[CH3:21].CC1(C)C2(CS(O)(=O)=O)C(CC1CC2)=O.[O-]S([O-])(=O)=O.[Mg+2].C([O-])(O)=O.[Na+].[CH3:51][C:52]1[C:56](B2OC(C)(C)C(C)(C)O2)=[CH:55][N:54](C(OC(C)(C)C)=O)[N:53]=1.C(=O)([O-])[O-].[Na+].[Na+]>O.COCCOC.CC(N(C)C)=O>[CH3:21][C:20]1([CH3:22])[N:10]([CH2:11][C:12]2[CH:17]=[CH:16][N:15]=[CH:14][CH:13]=2)[C:4]2[CH:3]=[C:2]([C:56]3[CH:55]=[N:54][NH:53][C:52]=3[CH3:51])[S:6][C:5]=2[C:7](=[O:8])[NH:9]1 |f:3.4,5.6,8.9.10|. Procedure details: A mixture of 5-bromo-3-[(pyridin-4-ylmethyl)amino]thiophene-2-carboxamide (167 mg, 0.53 mmol), 2,2-dimethoxypropane (1.5 mL), CSA (12 mg, 0.053 mmol), MgSO4 (150 mg) and DMA (1.5 mL) was microwave-irradiated at 120° C. for 1 h. The mixture was poured into saturated aqueous NaHCO3. The organic materials were extracted with EtOAc. The combined extracts were washed with water and brine, dried over Na2SO4 and filtered. After removal of the solvent at reduced pressure, a brown solid was obtained. A f... Starting materials: COCCO (ethylene glycol monomethyl ether), [OH-].[Na+] (caustic soda), [OH-].[Na+] (caustic soda), COCCOCC1CO1 (Ethylene glycol glycidyl methyl ether), Cl (hydrochloric acid). Run in CC(=O)C (acetone). Run at temperature 80 celsius, time 2 hour. Product: COCCOCC(COCCOC)O (1,3-bis(2-methoxyethoxy)-2-propanol). Yield: 42.3%. Reaction SMILES: [CH3:1][O:2][CH2:3][CH2:4][OH:5].[OH-].[Na+].[CH3:8][O:9][CH2:10][CH2:11][O:12][CH2:13][CH:14]1[O:16][CH2:15]1.Cl>CC(C)=O>[CH3:1][O:2][CH2:3][CH2:4][O:5][CH2:15][CH:14]([OH:16])[CH2:13][O:12][CH2:11][CH2:10][O:9][CH3:8] |f:1.2|. Procedure: To ethylene glycol monomethyl ether (86.4 g, 2.27 moles), ground caustic soda (16.7 g, 0.83 moles) was added by several portions and caustic soda was dissolved by heating to 80° C. Ethylene glycol glycidyl methyl ether (50 g, 0.76 moles) was then added dropwise. After the completion of the dropwise addition, the solution was stirred for 2 hours and then air-cooled at room temperature. The solution was neutralized with hydrochloric acid and a salt was deposited by adding acetone, followed by filt... Reactants: COCCOC1=C(C=CC(=C1)[N+](=O)[O-])NC(C)=O (N-(2-(2-methoxyethoxy)-4-nitrophenyl)acetamide), CO (methanol), C(#N)/C(/C(=O)OCC)=C\OCC ((E)-ethyl 2-cyano-3-ethoxyacrylate), [H][H] (hydrogen). Reagents/catalysts: [Pd] (Pd/C). Solvent: C(C)(=O)O (acetic acid), C1CCOC1 (THF), C1(=CC=CC=C1)C (Toluene). Product: C(C)(=O)NC1=C(C=C(C=C1)N/C=C(/C(=O)OCC)\C#N)OCCOC ((E)-ethyl 3-(4-acetamido-3-(2-methoxyethoxy)phenylamino)-2-cyanoacrylate). Isolated yield 75.1%. RXN SMILES: [CH3:1][O:2][CH2:3][CH2:4][O:5][C:6]1[CH:11]=[C:10]([N+:12]([O-])=O)[CH:9]=[CH:8][C:7]=1[NH:15][C:16](=[O:18])[CH3:17].CO.[H][H].[C:23](/[C:25](=[CH:31]\OCC)/[C:26]([O:28][CH2:29][CH3:30])=[O:27])#[N:24]>[Pd].C1COCC1.C1(C)C=CC=CC=1.C(O)(=O)C>[C:16]([NH:15][C:7]1[CH:8]=[CH:9][C:10]([NH:12]/[CH:31]=[C:25](\[C:23]#[N:24])/[C:26]([O:28][CH2:29][CH3:30])=[O:27])=[CH:11][C:6]=1[O:5][CH2:4][CH2:3][O:2][CH3:1])(=[O:18])[CH3:17]. Procedure: To N-(2-(2-methoxyethoxy)-4-nitrophenyl)acetamide (75 g, 0.295 mol, 1.00 equiv) was added methanol (600 ml), 10% Pd/C (6 g), and glacial acetic acid (60 ml) in a vessel which subject to a closed pressure vessel. Replacement of Kettle access from air to 5 atm hydrogen at room temperature was deployed and reacted for 5 hours. The reaction mixture was filtered, and concentrated. Toluene (440 ml), THF (220 ml), and (E)-ethyl 2-cyano-3-ethoxyacrylate (76 g, 0.497 mol, 1.68 equiv) were added and then ... Starting materials: COC1=C(C=C(C=C1)[N+](=O)[O-])OCCOC (4-methoxy-3-(2-methoxyethoxy)nitrobenzene). The reagents and catalysts are [Pd] (palladium-on-charcoal). Solvent: C(C)(=O)OCC (ethyl acetate). Run at time 1 hour. Yields the product COC1=C(C=C(N)C=C1)OCCOC (4-methoxy-3-(2-methoxyethoxy)aniline). Isolated yield 103.1%. RXN SMILES: [CH3:1][O:2][C:3]1[CH:8]=[CH:7][C:6]([N+:9]([O-])=O)=[CH:5][C:4]=1[O:12][CH2:13][CH2:14][O:15][CH3:16]>[Pd].C(OCC)(=O)C>[CH3:1][O:2][C:3]1[CH:8]=[CH:7][C:6]([NH2:9])=[CH:5][C:4]=1[O:12][CH2:13][CH2:14][O:15][CH3:16]. Procedure: A mixture of 4-methoxy-3-(2-methoxyethoxy)nitrobenzene (7 g, 30 mmol) and 10% palladium-on-charcoal catalyst (1.4 g) in ethyl acetate (70 ml) was stirred under hydrogen at 3.3 atmospheres pressure for 1 hour. The catalyst was removed by filtration through diatomaceous earth and the solvent removed by evaporation. The solid residue was suspended in ethyl acetate, collected by filtration and dried under vacuum to give 4-methoxy-3-(2-methoxyethoxy)aniline (6.1 g, 100%). Starting materials: N#CC1CC(F)CN1C(=O)CNC12CCC(C(=O)O)(CC1)CC2, Cc1nnc(N)o1. Yields the product Cc1nnc(NC(=O)C23CCC(NCC(=O)N4CC(F)CC4C#N)(CC2)CC3)o1. Reaction SMILES: [C:1](=[O:2])([OH:3])[C:4]12[CH2:5][CH2:6][C:7]([NH:12][CH2:13][C:14](=[O:15])[N:16]3[CH:17]([C:22]#[N:23])[CH2:18][CH:19]([F:21])[CH2:20]3)([CH2:8][CH2:9]1)[CH2:10][CH2:11]2.[NH2:24][c:25]1[o:26][c:27]([CH3:30])[n:28][n:29]1>>[C:1](=[O:2])([C:4]12[CH2:5][CH2:6][C:7]([NH:12][CH2:13][C:14](=[O:15])[N:16]3[CH:17]([C:22]#[N:23])[CH2:18][CH:19]([F:21])[CH2:20]3)([CH2:8][CH2:9]1)[CH2:10][CH2:11]2)[NH:24][c:25]1[o:26][c:27]([CH3:30])[n:28][n:29]1.